describe an organic reaction: reactants, conditions, products, and yield From a dataset of the Open Reaction Database (ORD), a public repository of structured organic reaction records. Starting materials: [OH-].[K+] (potassium hydroxide), C(=O)C=1OC=CC1C1=CC=CC=2CN(CCOC21)C(=O)OC(C)(C)C (tert-butyl 9-(2-formyl-3-furyl)-2,3-dihydro-1,4-benzoxazepine-4(5H)-carboxylate), O.NN (hydrazine monohydrate), C(CO)O (ethylene glycol). Run in CO (methanol), O (water). Reaction conditions: temperature 85 celsius, time 10 minute. The product is CC=1OC=CC1C1=CC=CC=2CN(CCOC21)C(=O)OC(C)(C)C (tert-butyl 9-(2-methyl-3-furyl)-2,3-dihydro-1,4-benzoxazepine-4(5H)-carboxylate). Isolated yield 41.8%. RXN SMILES: [CH:1]([C:3]1[O:4][CH:5]=[CH:6][C:7]=1[C:8]1[C:18]2[O:17][CH2:16][CH2:15][N:14]([C:19]([O:21][C:22]([CH3:25])([CH3:24])[CH3:23])=[O:20])[CH2:13][C:12]=2[CH:11]=[CH:10][CH:9]=1)=O.O.NN.C(O)CO.[OH-].[K+]>O.CO>[CH3:1][C:3]1[O:4][CH:5]=[CH:6][C:7]=1[C:8]1[C:18]2[O:17][CH2:16][CH2:15][N:14]([C:19]([O:21][C:22]([CH3:25])([CH3:24])[CH3:23])=[O:20])[CH2:13][C:12]=2[CH:11]=[CH:10][CH:9]=1 |f:1.2,4.5|. Procedure: A mixture of tert-butyl 9-(2-formyl-3-furyl)-2,3-dihydro-1,4-benzoxazepine-4(5H)-carboxylate (750 mg, 2.18 mmol), hydrazine monohydrate (0.300 ml, 6.18 mmol), ethylene glycol (15 ml) and methanol (5 ml) was stirred at 85° C. for 10 min. After cooling to room temperature, potassium hydroxide (500 mg, 8.91 mmol) was added, and the mixture was stirred at 100° C. for 0.5 hr. The reaction mixture was poured into water, and the mixture was extracted with ethyl acetate. The extract was washed with wate... Starting materials: C#Cc1ccc(OCCCN2CC3CCC2CC3)cc1, [Li]CCCC, CCOC(=O)Cl, Cl, C1CCOC1. Yields the product CCOC(=O)C#Cc1ccc(OCCCN2CC3CCC2CC3)cc1. RXN SMILES: [C:2](#[CH:3])[c:4]1[cH:5][cH:6][c:7]([O:8][CH2:9][CH2:10][CH2:11][N:12]2[CH:13]3[CH2:14][CH2:15][CH:16]([CH2:17]2)[CH2:18][CH2:19]3)[cH:20][cH:21]1.[CH3:22][CH2:23][CH2:24][CH2:25][Li:26].[Cl:27][C:28](=[O:29])[O:30][CH2:31][CH3:32].[ClH:1].[O:33]1[CH2:34][CH2:35][CH2:36][CH2:37]1>>[C:2](#[C:3][C:28](=[O:29])[O:30][CH2:31][CH3:32])[c:4]1[cH:5][cH:6][c:7]([O:8][CH2:9][CH2:10][CH2:11][N:12]2[CH:13]3[CH2:14][CH2:15][CH:16]([CH2:17]2)[CH2:18][CH2:19]3)[cH:20][cH:21]1. Starting materials: CS(=O)(=O)O, CCOC(C)=O, FC(F)(F)c1ccnc(Cl)n1, COC(=O)c1cc(N)cc(I)c1, C1COCCO1. Product: COC(=O)c1cc(I)cc(Nc2nccc(C(F)(F)F)n2)c1. As a reaction SMILES: [CH3:24][S:25](=[O:26])(=[O:27])[OH:28].[CH3:35][CH2:36][O:37][C:38](=[O:39])[CH3:40].[Cl:13][c:14]1[n:15][cH:16][cH:17][c:18]([C:20]([F:21])([F:22])[F:23])[n:19]1.[NH2:1][c:2]1[cH:3][c:4]([C:5](=[O:6])[O:7][CH3:8])[cH:9][c:10]([I:12])[cH:11]1.[O:29]1[CH2:30][CH2:31][O:32][CH2:33][CH2:34]1>>[NH:1]([c:2]1[cH:3][c:4]([C:5](=[O:6])[O:7][CH3:8])[cH:9][c:10]([I:12])[cH:11]1)[c:14]1[n:15][cH:16][cH:17][c:18]([C:20]([F:21])([F:22])[F:23])[n:19]1. Reactants: N12C[C@@H](C(CC1)CC2)OC(=O)C2(CCCCCC2)C2=CC=CC=C2 (1-phenyl-cycloheptanecarboxylic acid (R)-(1-aza-bicyclo[2.2.2]oct-3-yl) ester), BrCC(=O)NC1=C(C=CC=C1)F (2-bromo-N-(2-fluoro-phenyl)-acetamide), Example 23a. Run in C(C)#N (acetonitrile). Conditions: time 30 hour. Yields the product [Br-].FC1=C(C=CC=C1)NC(=O)C[N+]12C[C@@H](C(CC1)CC2)OC(=O)C2(CCCCCC2)C2=CC=CC=C2 ((R)-1-[(2-Fluoro-phenylcarbamoyl)-methyl]-3-(1-phenyl-cycloheptanecarbonyloxy)-1-azonia-bicyclo[2.2.2]octane bromide). Reaction SMILES: [N:1]12[CH2:8][CH2:7][CH:4]([CH2:5][CH2:6]1)[C@@H:3]([O:9][C:10]([C:12]1([C:19]3[CH:24]=[CH:23][CH:22]=[CH:21][CH:20]=3)[CH2:18][CH2:17][CH2:16][CH2:15][CH2:14][CH2:13]1)=[O:11])[CH2:2]2.[Br:25][CH2:26][C:27]([NH:29][C:30]1[CH:35]=[CH:34][CH:33]=[CH:32][C:31]=1[F:36])=[O:28]>C(#N)C>[Br-:25].[F:36][C:31]1[CH:32]=[CH:33][CH:34]=[CH:35][C:30]=1[NH:29][C:27]([CH2:26][N+:1]12[CH2:8][CH2:7][CH:4]([CH2:5][CH2:6]1)[C@@H:3]([O:9][C:10]([C:12]1([C:19]3[CH:20]=[CH:21][CH:22]=[CH:23][CH:24]=3)[CH2:18][CH2:17][CH2:16][CH2:15][CH2:14][CH2:13]1)=[O:11])[CH2:2]2)=[O:28] |f:3.4|. Procedure: A mixture of 1-phenyl-cycloheptanecarboxylic acid (R)-(1-aza-bicyclo[2.2.2]oct-3-yl) ester (Example 14e) (56 mg) and 2-bromo-N-(2-fluoro-phenyl)-acetamide (Example 23a (44 mg) in acetonitrile (1 mL) was stirred at room temperature for 30 h. The resulting precipitate was collected by filtration, washed with ether and dried under vacuum at 50° C. to give the title compound (52 mg) as a colourless solid. Reactants: C1CCC(CC1)N=C=NC2CCCCC2 (DCCI), N[C@@H](CC1=CC=C(C=C1)OC(C)(C)C)C(=O)N[C@@H](CCC(N)=O)C(=O)N[C@@H](CC(C)C)C(=O)N[C@@H](CCC(OC(C)(C)C)=O)C(=O)N[C@@H](CC(N)=O)C(=O)N[C@@H](CC1=CC=C(C=C1)OC(C)(C)C)C(=O)N[C@@H](CSC(C1=CC=CC=C1)(C1=CC=CC=C1)C1=CC=CC=C1)C(=O)N[C@@H](CC(N)=O)C(=O)OC(C)(C)C (H-Tyr(But)-Gln-Leu-Glu(OBut)-Asn-Tyr(But)-Cys(Trt)-Asn-OBut), N([C@@H]([C@@H](C)CC)C(=O)N[C@@H](CSC(C1=CC=CC=C1)(C1=CC=CC=C1)C1=CC=CC=C1)C(=O)N[C@@H](CO)C(=O)N[C@@H](CC(C)C)C(=O)O)C(=O)OC(C)(C)C1=CC(OC)=CC(OC)=C1 (Ddz-Ile-Cys(Trt)-Ser-Leu-OH), C=1C=CC2=C(C1)N=NN2O (HOBt), C(C)N1CCOCC1 (N-ethylmorpholine), CN(C=O)C (dimethylformamide). Run in O (H2O). Conditions: temperature 0 celsius, time 3 hour. Yields the product N([C@@H]([C@@H](C)CC)C(=O)N[C@@H](CSC(C1=CC=CC=C1)(C1=CC=CC=C1)C1=CC=CC=C1)C(=O)N[C@@H](CO)C(=O)N[C@@H](CC(C)C)C(=O)N[C@@H](CC1=CC=C(C=C1)OC(C)(C)C)C(=O)N[C@@H](CCC(N)=O)C(=O)N[C@@H](CC(C)C)C(=O)N[C@@H](CCC(OC(C)(C)C)=O)C(=O)N[C@@H](CC(N)=O)C(=O)N[C@@H](CC1=CC=C(C=C1)OC(C)(C)C)C(=O)N[C@@H](CSC(C1=CC=CC=C1)(C1=CC=CC=C1)C1=CC=CC=C1)C(=O)N[C@@H](CC(N)=O)C(=O)OC(C)(C)C)C(=O)OC(C)(C)C1=CC(OC)=CC(OC)=C1 (Ddz-Ile-Cys(Trt)-Ser-Leu-Tyr(But)-Gln-Leu-Glu(OBut)-Asn-Tyr(But)-Cys(Trt)-Asn-OBut). As a reaction SMILES: C1CCC(N=C=N[CH:10]2[CH2:15][CH2:14][CH2:13][CH2:12][CH2:11]2)CC1.[NH2:16][C@H:17]([C:30]([NH:32][C@H:33]([C:39]([NH:41][C@H:42]([C:47]([NH:49][C@H:50]([C:60]([NH:62][C@H:63]([C:68]([NH:70][C@H:71]([C:84]([NH:86][C@H:87]([C:109]([NH:111][C@H:112]([C:117]([O:119][C:120]([CH3:123])([CH3:122])[CH3:121])=[O:118])[CH2:113][C:114](=[O:116])[NH2:115])=[O:110])[CH2:88][S:89][C:90]([C:103]1[CH:108]=[CH:107][CH:106]=[CH:105][CH:104]=1)([C:97]1[CH:102]=[CH:101][CH:100]=[CH:99][CH:98]=1)[C:91]1[CH:96]=[CH:95][CH:94]=[CH:93][CH:92]=1)=[O:85])[CH2:72][C:73]1[CH:78]=[CH:77][C:76]([O:79][C:80]([CH3:83])([CH3:82])[CH3:81])=[CH:75][CH:74]=1)=[O:69])[CH2:64][C:65](=[O:67])[NH2:66])=[O:61])[CH2:51][CH2:52][C:53](=[O:59])[O:54][C:55]([CH3:58])([CH3:57])[CH3:56])=[O:48])[CH2:43][CH:44]([CH3:46])[CH3:45])=[O:40])[CH2:34][CH2:35][C:36](=[O:38])[NH2:37])=[O:31])[CH2:18][C:19]1[CH:24]=[CH:23][C:22]([O:25][C:26]([CH3:29])([CH3:28])[CH3:27])=[CH:21][CH:20]=1.[NH:124]([C:172]([O:174][C:175](C1C=C(OC)C=C(OC)C=1)([CH3:177])[CH3:176])=[O:173])[C@H:125]([C:130]([NH:132][C@H:133]([C:155]([NH:157][C@H:158]([C:161]([NH:163][C@H:164]([C:169](O)=[O:170])[CH2:165][CH:166]([CH3:168])[CH3:167])=[O:162])[CH2:159][OH:160])=[O:156])[CH2:134][S:135][C:136]([C:149]1[CH:154]=[CH:153][CH:152]=[CH:151][CH:150]=1)([C:143]1[CH:148]=[CH:147][CH:146]=[CH:145][CH:144]=1)[C:137]1[CH:142]=[CH:141][CH:140]=[CH:139][CH:138]=1)=[O:131])[C@H:126]([CH2:128][CH3:129])[CH3:127].C1C=CC2N(O)N=NC=2C=1.C(N1C[CH2:204][O:203]CC1)C.CN(C)[CH:208]=[O:209]>O>[NH:124]([C:172]([O:174][C:175]([C:10]1[CH:11]=[C:12]([O:203][CH3:204])[CH:13]=[C:14]([O:209][CH3:208])[CH:15]=1)([CH3:177])[CH3:176])=[O:173])[C@H:125]([C:130]([NH:132][C@H:133]([C:155]([NH:157][C@H:158]([C:161]([NH:163][C@H:164]([C:169]([NH:16][C@H:17]([C:30]([NH:32][C@H:33]([C:39]([NH:41][C@H:42]([C:47]([NH:49][C@H:50]([C:60]([NH:62][C@H:63]([C:68]([NH:70][C@H:71]([C:84]([NH:86][C@H:87]([C:109]([NH:111][C@H:112]([C:117]([O:119][C:120]([CH3:121])([CH3:122])[CH3:123])=[O:118])[CH2:113][C:114](=[O:116])[NH2:115])=[O:110])[CH2:88][S:89][C:90]([C:91]1[CH:92]=[CH:93][CH:94]=[CH:95][CH:96]=1)([C:103]1[CH:104]=[CH:105][CH:106]=[CH:107][CH:108]=1)[C:97]1[CH:98]=[CH:99][CH:100]=[CH:101][CH:102]=1)=[O:85])[CH2:72][C:73]1[CH:78]=[CH:77][C:76]([O:79][C:80]([CH3:83])([CH3:82])[CH3:81])=[CH:75][CH:74]=1)=[O:69])[CH2:64][C:65](=[O:67])[NH2:66])=[O:61])[CH2:51][CH2:52][C:53](=[O:59])[O:54][C:55]([CH3:56])([CH3:57])[CH3:58])=[O:48])[CH2:43][CH:44]([CH3:46])[CH3:45])=[O:40])[CH2:34][CH2:35][C:36](=[O:38])[NH2:37])=[O:31])[CH2:18][C:19]1[CH:20]=[CH:21][C:22]([O:25][C:26]([CH3:27])([CH3:28])[CH3:29])=[CH:23][CH:24]=1)=[O:170])[CH2:165][CH:166]([CH3:167])[CH3:168])=[O:162])[CH2:159][OH:160])=[O:156])[CH2:134][S:135][C:136]([C:143]1[CH:144]=[CH:145][CH:146]=[CH:147][CH:148]=1)([C:149]1[CH:154]=[CH:153][CH:152]=[CH:151][CH:150]=1)[C:137]1[CH:142]=[CH:141][CH:140]=[CH:139][CH:138]=1)=[O:131])[C@H:126]([CH2:128][CH3:129])[CH3:127]. Procedure details: 3.4 g (16.4 mmoles) of DCCI are added at 0° C. to a solution of 22.8 g (14 mmoles) of H-Tyr(But)-Gln-Leu-Glu(OBut)-Asn-Tyr(But)-Cys(Trt)-Asn-OBut, 14.1 g (15.4 mmoles) of Ddz-Ile-Cys(Trt)-Ser-Leu-OH.1 H2O, 2.08 g (15.4 mmoles) of HOBt and 1.8 ml (14 mmoles) of N-ethylmorpholine in 70 ml of dimethylformamide. The mixture is stirred for 1 hour at 0° C. and 3 hours at room temperature and is then left to stand overnight at room temperature, and the precipitate is filtered off. The filtrate is conce...